From a dataset of the Open Reaction Database (ORD), a public repository of structured organic reaction records. describe an organic reaction: reactants, conditions, products, and yield Starting materials: [OH-].[Na+] (sodium hydroxide), OC1=CC=C(C=O)C=C1 (4-hydroxybenzaldehyde), C([O-])([O-])=O.[Cs+].[Cs+] (cesium carbonate), C1(CCC1)Br (cyclobutyl bromide). Solvent: CN(C=O)C (N,N-dimethylformamide). Run at temperature 65 celsius, time 8 hour. The product is C1(CCC1)OC1=CC=C(C=O)C=C1 (4-cyclobutyloxybenzaldehyde). Yield: 75.1%. RXN SMILES: [OH:1][C:2]1[CH:9]=[CH:8][C:5]([CH:6]=[O:7])=[CH:4][CH:3]=1.C(=O)([O-])[O-].[Cs+].[Cs+].[CH:16]1(Br)[CH2:19][CH2:18][CH2:17]1.[OH-].[Na+]>CN(C)C=O>[CH:16]1([O:1][C:2]2[CH:9]=[CH:8][C:5]([CH:6]=[O:7])=[CH:4][CH:3]=2)[CH2:19][CH2:18][CH2:17]1 |f:1.2.3,5.6|. Procedure details: To a suspension of 4-hydroxybenzaldehyde (0.12 g) and cesium carbonate (0.49 g) in N,N-dimethylformamide (2 mL) was added cyclobutyl bromide (0.15 g), and the mixture was stirred at 65° C. overnight. To the reaction mixture was added 1 mol/L aqueous sodium hydroxide solution, and the mixture was extracted with diethyl ether. The organic layer was washed with 0.5 mol/L aqueous sodium hydroxide solution, water and brine, and dried over anhydrous magnesium sulfate. The solvent was removed under red... Starting materials: BrC1=C(C#N)C=C(C=C1)C(F)(F)F (2-bromo-5-trifluoromethyl benzonitrile), [H-].C(C(C)C)[Al+]CC(C)C (diisobutylaluminum hydride), CCOCC (ether). The solvent is C(Cl)Cl (methylene chloride). Conditions: time 30 minute. The product is BrC1=C(C=O)C=C(C=C1)C(F)(F)F (2-bromo-5-trifluoromethyl benzaldehyde). As a reaction SMILES: [Br:1][C:2]1[CH:9]=[CH:8][C:7]([C:10]([F:13])([F:12])[F:11])=[CH:6][C:3]=1[C:4]#N.[H-].C([Al+]CC(C)C)C(C)C.CC[O:26]CC>C(Cl)Cl>[Br:1][C:2]1[CH:9]=[CH:8][C:7]([C:10]([F:13])([F:12])[F:11])=[CH:6][C:3]=1[CH:4]=[O:26] |f:1.2|. Reported procedure: To a solution of 2-bromo-5-trifluoromethyl benzonitrile (20.16 mmoles) in methylene chloride (50 ml), under argon at room temperature, was added diisobutylaluminum hydride (25 mmoles, 25 ml hexane) dropwise and the resulting solution was stirred for 30 minutes. The reaction mixture was diluted with ether (50 ml), cooled in ice and quenched by the careful addition of hydrochloric acid (50 ml, 3 N). The ice bath was removed and the mixture was stirred vigorously for 15 minutes. The organic layer w... The reactants are Cl.N12CC(C(CC1)CC2)=O (3-quinuclidinone hydrochloride), CC1=NN=C(C=2C=C3C=CC=CN3C21)NCCN (N-(4-methylpyridazino[4,5-b]indolizin-1-yl)-1,2-ethanediamine), [OH-].[Na+] (sodium hydroxide), C(#N)[BH3-] (cyanoborohydride). The reagents and catalysts are [Zn] (zinc). Run in CO (methanol), CO (methanol). Run at time 7.5 minute. The product is N12CC(C(CC1)CC2)NCCNC2=NN=C(C1=C2C=C2C=CC=CN12)C (N-(1-Azabicyclo[2.2.2]oct-3-yl)-N'-(4-methylpyridazino[4,5-b]indolizin-1-yl)-1,2-ethanediamine). As a reaction SMILES: Cl.[N:2]12[CH2:9][CH2:8][CH:5]([CH2:6][CH2:7]1)[C:4](=O)[CH2:3]2.[CH3:11][C:12]1[C:24]2[N:23]3[C:18]([CH:19]=[CH:20][CH:21]=[CH:22]3)=[CH:17][C:16]=2[C:15]([NH:25][CH2:26][CH2:27][NH2:28])=[N:14][N:13]=1.C([BH3-])#N.[OH-].[Na+]>CO.[Zn]>[N:2]12[CH2:9][CH2:8][CH:5]([CH2:6][CH2:7]1)[CH:4]([NH:28][CH2:27][CH2:26][NH:25][C:15]1[C:16]3[CH:17]=[C:18]4[N:23]([C:24]=3[C:12]([CH3:11])=[N:13][N:14]=1)[CH:22]=[CH:21][CH:20]=[CH:19]4)[CH2:3]2 |f:0.1,4.5|. Procedure details: To a solution of 3-quinuclidinone hydrochloride (600 mg, 3.7 mmol) in methanol (15 mL) was added a solution of N-(4-methylpyridazino[4,5-b]indolizin-1-yl)-1,2-ethanediamine (900 mg, 3.7 mmol) in methanol (11 mL) over a one minute period at room temperature. After stirring for 5 to 10 minutes, a solution of zinc modified cyanoborohydride (8.7 mL of 0.50M cyanoborohydride in methanol, 4.4 mmol) was added [Kim, et al., J. Org. Chem. 50, 1927 (1985)]. A yellow precipitate formed. After stirring for ... Starting materials: C([O-])([O-])=O.[Cs+].[Cs+] (cesium carbonate), solution, BrC=1C=C2C(=CNC2=CC1Cl)C=O (5-bromo-6-chloro-1H-indole-3-carbaldehyde), C(C)(C)C1=CC=C(C=C1)B(O)O ((4-isopropylphenyl)boronic acid). Reagents/catalysts: [Pd](Cl)Cl.C(C)(C)(C)P([C-]1C=CC=C1)C(C)(C)C.[C-]1(C=CC=C1)P(C(C)(C)C)C(C)(C)C.[Fe+2] (1,1′-bis(di-tert-butylphosphino) ferrocene palladium dichloride). Run in O (water), O1CCOCC1 (dioxane), O1CCOCC1 (dioxane). Conditions: temperature 100 celsius. The product is ClC1=C(C=C2C(=CNC2=C1)C=O)C1=CC=C(C=C1)C(C)C (6-chloro-5-[4-(propan-2-yl)phenyl]-1H-indole-3-carbaldehyde). As a reaction SMILES: Br[C:2]1[CH:3]=[C:4]2[C:8](=[CH:9][C:10]=1[Cl:11])[NH:7][CH:6]=[C:5]2[CH:12]=[O:13].[CH:14]([C:17]1[CH:22]=[CH:21][C:20](B(O)O)=[CH:19][CH:18]=1)([CH3:16])[CH3:15].C(=O)([O-])[O-].[Cs+].[Cs+]>O1CCOCC1.O.[Pd](Cl)Cl.C(P(C(C)(C)C)[C-]1C=CC=C1)(C)(C)C.[C-]1(P(C(C)(C)C)C(C)(C)C)C=CC=C1.[Fe+2]>[Cl:11][C:10]1[CH:9]=[C:8]2[C:4]([C:5]([CH:12]=[O:13])=[CH:6][NH:7]2)=[CH:3][C:2]=1[C:20]1[CH:21]=[CH:22][C:17]([CH:14]([CH3:16])[CH3:15])=[CH:18][CH:19]=1 |f:2.3.4,7.8.9.10|. Procedure: A vial was charged with 1 mL of a 0.1M solution of 5-bromo-6-chloro-1H-indole-3-carbaldehyde (100 uM) in dioxane, 150 umol of (4-isopropylphenyl)boronic acid solution in dioxane, 200 uL of a 1.0M cesium carbonate solution in water, and 1,1′-bis(di-tert-butylphosphino) ferrocene palladium dichloride), (2 umol, 0.02 eq). The vial was purged with nitrogen, sealed and heat to 100° C. for 16 h. The solvent was evaporated and the vial diluted with ethyl acetate. The organic layer was collected, washed... Starting materials: C(C)(C)OC(=O)N1CCC(CC1)ON=C1CCN(CC1)C1=C(C=C(C(=C1)N)[N+](=O)[O-])F (4-[1-(5-Amino-2-fluoro-4-nitro-phenyl)-piperidin-4-ylideneaminooxy]-piperidine-1-carboxylic acid isopropyl ester), [O-]S(=O)(=S)[O-].[Na+].[Na+] (Na2S2O3). Solvent: O (water), [OH-].[Na+] (NaOH), C(C)#N (acetonitrile). Run at time 20 hour. Product: C(C)(C)OC(=O)N1CCC(CC1)ON=C1CCN(CC1)C1=C(C=C(C(=C1)N)N)F (4-[1-(4,5-Diamino-2-fluoro-phenyl)-piperidin-4-ylideneaminooxy]-piperidine-1-carboxylic acid isopropyl ester). As a reaction SMILES: [CH:1]([O:4][C:5]([N:7]1[CH2:12][CH2:11][CH:10]([O:13][N:14]=[C:15]2[CH2:20][CH2:19][N:18]([C:21]3[CH:26]=[C:25]([NH2:27])[C:24]([N+:28]([O-])=O)=[CH:23][C:22]=3[F:31])[CH2:17][CH2:16]2)[CH2:9][CH2:8]1)=[O:6])([CH3:3])[CH3:2].[O-]S([O-])(=S)=O.[Na+].[Na+]>C(#N)C.[OH-].[Na+].O>[CH:1]([O:4][C:5]([N:7]1[CH2:12][CH2:11][CH:10]([O:13][N:14]=[C:15]2[CH2:20][CH2:19][N:18]([C:21]3[CH:26]=[C:25]([NH2:27])[C:24]([NH2:28])=[CH:23][C:22]=3[F:31])[CH2:17][CH2:16]2)[CH2:9][CH2:8]1)=[O:6])([CH3:3])[CH3:2] |f:1.2.3,5.6|. Procedure: 60a obtained in the previous step was dissolved in acetonitrile (4 mL) and treated with Na2S2O3 (0.42 g) in 1N NaOH (4 mL). After 20 h, the mixture was poured in water and extracted with EtOAc twice. The combined extracts were dried and concentrated to afford the crude 60b. Starting materials: FC1=C(C=C(C(=C1)F)C=1C(=NC2=CC(=NC=C2C1)NC)C)NC(OC(=C)C)=O (prop-1-en-2-yl 2,4-difluoro-5-(2-methyl-7-(methylamino)-1,6-naphthyridin-3-yl)phenylcarbamate), CC(CCN)(C)C (3,3-dimethylbutylamine), CN1CCCC1 (1-methylpyrrolidine). Solvent: O1CCOCC1 (dioxane). Yields the product FC1=C(C=C(C(=C1)F)C=1C(=NC2=CC(=NC=C2C1)NC)C)NC(=O)NCCC(C)(C)C (1-(2,4-difluoro-5-(2-methyl-7-(methylamino)-1,6-naphthyridin-3-yl)phenyl)-3-(3,3-dimethylbutyl)urea). Yield: 88.7%. As a reaction SMILES: [F:1][C:2]1[CH:7]=[C:6]([F:8])[C:5]([C:9]2[C:10]([CH3:21])=[N:11][C:12]3[C:17]([CH:18]=2)=[CH:16][N:15]=[C:14]([NH:19][CH3:20])[CH:13]=3)=[CH:4][C:3]=1[NH:22][C:23](=[O:28])OC(C)=C.[CH3:29][C:30]([CH3:35])([CH3:34])[CH2:31][CH2:32][NH2:33].CN1CCCC1>O1CCOCC1>[F:1][C:2]1[CH:7]=[C:6]([F:8])[C:5]([C:9]2[C:10]([CH3:21])=[N:11][C:12]3[C:17]([CH:18]=2)=[CH:16][N:15]=[C:14]([NH:19][CH3:20])[CH:13]=3)=[CH:4][C:3]=1[NH:22][C:23]([NH:33][CH2:32][CH2:31][C:30]([CH3:35])([CH3:34])[CH3:29])=[O:28]. Procedure: Heat a solution of prop-1-en-2-yl 2,4-difluoro-5-(2-methyl-7-(methylamino)-1,6-naphthyridin-3-yl)phenylcarbamate (1.449 g, 3.77 mmol), 3,3-dimethylbutylamine (0.572 g, 5.65 mmol), and 1-methylpyrrolidine (0.080 g, 0.942 mmol) in dioxane (30 mL) at 80° C. overnight. Cool to RT, collect the precipitate via filtration and dry. Concentrate the filtrate, treat with DCM, sonicate for 0.5 h, collect the solid via filtration and combine with the solid above to afford the title compound (1.43 g, 89%). 1H...